This data is from the Open Reaction Database (ORD), a public repository of structured organic reaction records. The task is: describe an organic reaction: reactants, conditions, products, and yield The reactants are CC(=CBr)c1ccccc1F, Cc1ccc2[nH]c3c(c2c1)CCN(C)CC3, [Cu]I, CN(C)C=O, O=C(O)C1CCCN1. The product is CC(=Cn1c2c(c3cc(C)ccc31)CCN(C)CC2)c1ccccc1F. Reaction SMILES: [Br:17][CH:18]=[C:19]([CH3:20])[c:21]1[c:22]([F:27])[cH:23][cH:24][cH:25][cH:26]1.[CH3:1][N:2]1[CH2:3][CH2:4][c:5]2[nH:6][c:7]3[cH:8][cH:9][c:10]([CH3:16])[cH:11][c:12]3[c:13]2[CH2:14][CH2:15]1.[Cu:41][I:42].[O:36]=[CH:37][N:38]([CH3:39])[CH3:40].[OH:28][C:29]([CH:30]1[NH:31][CH2:32][CH2:33][CH2:34]1)=[O:35]>>[CH3:1][N:2]1[CH2:3][CH2:4][c:5]2[n:6]([CH:18]=[C:19]([CH3:20])[c:21]3[c:22]([F:27])[cH:23][cH:24][cH:25][cH:26]3)[c:7]3[cH:8][cH:9][c:10]([CH3:16])[cH:11][c:12]3[c:13]2[CH2:14][CH2:15]1. Starting materials: C1CCOC1, CC(O)CC(C)O, CC(C)OC(=O)N=NC(=O)OC(C)C, O, Oc1ccccc1, Cc1ccccc1, c1ccc(P(c2ccccc2)c2ccccc2)cc1. The product is CC(O)CC(C)Oc1ccccc1. Reaction SMILES: [CH2:55]1[O:56][CH2:57][CH2:58][CH2:59]1.[CH3:27][CH:28]([CH2:29][CH:30]([CH3:31])[OH:32])[OH:33].[CH:41]([O:42][C:43]([N:44]=[N:45][C:46]([O:47][CH:48]([CH3:49])[CH3:50])=[O:51])=[O:52])([CH3:53])[CH3:54].[OH2:60].[OH:1][c:2]1[cH:3][cH:4][cH:5][cH:6][cH:7]1.[c:34]1([CH3:35])[cH:36][cH:37][cH:38][cH:39][cH:40]1.[c:8]1([P:9]([c:10]2[cH:11][cH:12][cH:13][cH:14][cH:15]2)[c:16]2[cH:17][cH:18][cH:19][cH:20][cH:21]2)[cH:22][cH:23][cH:24][cH:25][cH:26]1>>[O:1]([c:2]1[cH:3][cH:4][cH:5][cH:6][cH:7]1)[CH:28]([CH3:27])[CH2:29][CH:30]([CH3:31])[OH:32]. Starting materials: COC1=CC=C(C=C1)C1=C(C2=C(S1)C=CC=C2)C(=O)C2=CC(=C(C=C2)OC)Br (3-bromo-4-methoxyphenyl 2-(4-methoxyphenyl)benzo[b]thiophen-3-yl ketone), [Al+3].[Cl-].[Cl-].[Cl-] (AlCl3), C(C)S (ethanethiol). Solvent: ClCCl (dichloromethane). Conditions: time 3.5 hour. Product: OC1=CC=C(C=C1)C1=C(C2=C(S1)C=CC=C2)C(=O)C2=CC(=C(C=C2)O)Br (3-Bromo-4-hydroxyphenyl 2-(4-Hydroxyphenyl)benzo[b]thiophen-3-yl Ketone). Yield: 97.2%. Reaction SMILES: C[O:2][C:3]1[CH:8]=[CH:7][C:6]([C:9]2[S:13][C:12]3[CH:14]=[CH:15][CH:16]=[CH:17][C:11]=3[C:10]=2[C:18]([C:20]2[CH:25]=[CH:24][C:23]([O:26]C)=[C:22]([Br:28])[CH:21]=2)=[O:19])=[CH:5][CH:4]=1.[Al+3].[Cl-].[Cl-].[Cl-].C(S)C>ClCCl>[OH:2][C:3]1[CH:8]=[CH:7][C:6]([C:9]2[S:13][C:12]3[CH:14]=[CH:15][CH:16]=[CH:17][C:11]=3[C:10]=2[C:18]([C:20]2[CH:25]=[CH:24][C:23]([OH:26])=[C:22]([Br:28])[CH:21]=2)=[O:19])=[CH:5][CH:4]=1 |f:1.2.3.4|. Procedure: A 0° C. solution of 6.5 g (14.3 mmol) of 3-bromo-4-methoxyphenyl 2-(4-methoxyphenyl)benzo[b]thiophen-3-yl ketone in 300 mL of dichloromethane was treated with 15.3 g (115 mmol) of AlCl3, followed by 17 mL (230 mmol) of ethanethiol. The cold bath was removed and the reaction was stirred at ambient temperature for 3.5 h. The reaction mixture was cooled to 0° C. and poured into cold water. The layers were separated and the aqueous layer was extracted with EtOAc (2×150 mL). The combined organic laye... The reactants are aqueous solution, [OH-].[Na+] (NaOH), C1CCOC1 (THF), ClC=1C(=C(C=C(C1)C(F)(F)F)C=1C=CC(=NC1)C(=O)NCCC(=O)OCC)CNC1=CC(=C(C=C1)C1=CC=C(C=C1)Cl)C (ethyl 3-(5-(3-chloro-2-(((4′-chloro-2-methyl-[1,1′-biphenyl]-4-yl)amino)methyl)-5-(trifluoromethyl)phenyl)picolinamido)propanoate), Cl (HCl). Solvent: CO (MeOH), C(C)OCC (diethyl ether). Yields the product ClC=1C(=C(C=C(C1)C(F)(F)F)C=1C=CC(=NC1)C(=O)NCCC(=O)O)CNC1=CC(=C(C=C1)C1=CC=C(C=C1)Cl)C (3-(5-(3-chloro-2-(((4′-chloro-2-methyl-[1,1′-biphenyl]-4-yl)amino)methyl)-5-(trifluoromethyl)phenyl)picolinamido)propanoic acid). RXN SMILES: [OH-].[Na+].C1COCC1.[Cl:8][C:9]1[C:10]([CH2:35][NH:36][C:37]2[CH:42]=[CH:41][C:40]([C:43]3[CH:48]=[CH:47][C:46]([Cl:49])=[CH:45][CH:44]=3)=[C:39]([CH3:50])[CH:38]=2)=[C:11]([C:19]2[CH:20]=[CH:21][C:22]([C:25]([NH:27][CH2:28][CH2:29][C:30]([O:32]CC)=[O:31])=[O:26])=[N:23][CH:24]=2)[CH:12]=[C:13]([C:15]([F:18])([F:17])[F:16])[CH:14]=1.Cl>C(OCC)C.CO>[Cl:8][C:9]1[C:10]([CH2:35][NH:36][C:37]2[CH:42]=[CH:41][C:40]([C:43]3[CH:44]=[CH:45][C:46]([Cl:49])=[CH:47][CH:48]=3)=[C:39]([CH3:50])[CH:38]=2)=[C:11]([C:19]2[CH:20]=[CH:21][C:22]([C:25]([NH:27][CH2:28][CH2:29][C:30]([OH:32])=[O:31])=[O:26])=[N:23][CH:24]=2)[CH:12]=[C:13]([C:15]([F:18])([F:16])[F:17])[CH:14]=1 |f:0.1|. Procedure: A 3M aqueous solution of NaOH (1.9 mL, 5.7 mmol) was added to a THF (7.6 mL) and MeOH (3.8 mL) solution of ethyl 3-(5-(3-chloro-2-(((4′-chloro-2-methyl-[1,1′-biphenyl]-4-yl)amino)methyl)-5-(trifluoromethyl)phenyl)picolinamido)propanoate (2.4 g, 3.8 mmol) and the resulting homogeneous mixture was stirred at room temperature. After 30 min the resulting mixture concentrated and then acidified with 1M aqueous HCl. The resulting mixture was diluted with EtOAc and the layers were separated. The aqueou... Reactants: BrC=1C=CC(=NC1)C(F)(F)F (5-bromo-2-(trifluoromethyl)pyridine), CON(C(=O)C=1C=NN(C1)C)C (N-methoxy-N,1-dimethyl-1H-pyrazole-4-carboxamide). Reagents/catalysts: [Ni].Cl (Ni HCl). Run in C1CCOC1 (THF), C1CCOC1 (THF), C1CCOC1 (THF). Run at temperature -78 celsius. The product is CN1N=CC(=C1)C(=O)C=1C=NC(=CC1)C(F)(F)F ((1-methyl-1H-pyrazol-4-yl)(6-(trifluoromethyl)pyridin-3-yl)methanone). The yield is 34.1%. RXN SMILES: Br[C:2]1[CH:3]=[CH:4][C:5]([C:8]([F:11])([F:10])[F:9])=[N:6][CH:7]=1.CON(C)[C:15]([C:17]1[CH:18]=[N:19][N:20]([CH3:22])[CH:21]=1)=[O:16]>C1COCC1.[Ni].Cl>[CH3:22][N:20]1[CH:21]=[C:17]([C:15]([C:2]2[CH:7]=[N:6][C:5]([C:8]([F:11])([F:10])[F:9])=[CH:4][CH:3]=2)=[O:16])[CH:18]=[N:19]1 |f:3.4|. Reported procedure: A solution of 5-bromo-2-(trifluoromethyl)pyridine (3.80 g, 16.82 mmol) in THF (24 ml) was cooled at −18° C. A solution of isopropylmagnesium chloride lithium chloride complex in THF (17.97 ml, 14.02 mmol, 0.78 molar) was added dropwise over a period of 30 minutes. The reaction was then cooled at −78° C. kept there for 1½ hour. The reaction was allowed to reach −3° C. before being cooled to −10° C. A solution of N-methoxy-N,1-dimethyl-1H-pyrazole-4-carboxamide (2.372 g, 14.02 mmol) in THF (8 ml) ... The reactants are COc1cc2c(Cl)ccnc2cc1OCc1ccccc1, CS(C)=O, [H-], Cc1c(N)ccc(O)c1C, [Na+], [Na+], O=C([O-])O. The product is COc1cc2c(Oc3ccc(N)c(C)c3C)ccnc2cc1OCc1ccccc1. Reaction SMILES: [CH2:13]([c:14]1[cH:15][cH:16][cH:17][cH:18][cH:19]1)[O:20][c:21]1[c:22]([O:32][CH3:33])[cH:23][c:24]2[c:25]([Cl:31])[cH:26][cH:27][n:28][c:29]2[cH:30]1.[CH3:39][S:40](=[O:41])[CH3:42].[H-:1].[NH2:3][c:4]1[c:5]([CH3:12])[c:6]([CH3:11])[c:7]([OH:10])[cH:8][cH:9]1.[Na+:2].[Na+:34].[OH:35][C:36](=[O:37])[O-:38]>>[NH2:3][c:4]1[c:5]([CH3:12])[c:6]([CH3:11])[c:7]([O:10][c:25]2[c:24]3[cH:23][c:22]([O:32][CH3:33])[c:21]([O:20][CH2:13][c:14]4[cH:15][cH:16][cH:17][cH:18][cH:19]4)[cH:30][c:29]3[n:28][cH:27][cH:26]2)[cH:8][cH:9]1.